This data is from the Open Reaction Database (ORD), a public repository of structured organic reaction records. The task is: describe an organic reaction: reactants, conditions, products, and yield The product is FC1=C(COCCOC(C(C)OC2=CC=C(C=C2)OC2=CC=C(C=C2)C(F)(F)F)=O)C=CC=C1 (2-(2-fluorobenzyloxy)ethyl-2-[4-(4-trifluoromethylphenoxy)phenoxy]propionate). Reaction conditions: temperature 95 celsius. As a reaction SMILES: [F:1][C:2]1[CH:24]=[CH:23][CH:22]=[CH:21][C:3]=1[CH2:4][O:5][CH2:6][CH2:7][O:8][C:9](=[O:20])[CH:10]([O:12][C:13]1[CH:18]=[CH:17][C:16]([OH:19])=[CH:15][CH:14]=1)[CH3:11].C(=O)([O-])[O-].[K+].[K+].[F:31][C:32]([F:41])([F:40])[C:33]1[CH:38]=[CH:37][C:36](Cl)=[CH:35][CH:34]=1>CN(C)C=O>[F:1][C:2]1[CH:24]=[CH:23][CH:22]=[CH:21][C:3]=1[CH2:4][O:5][CH2:6][CH2:7][O:8][C:9](=[O:20])[CH:10]([O:12][C:13]1[CH:14]=[CH:15][C:16]([O:19][C:36]2[CH:37]=[CH:38][C:33]([C:32]([F:41])([F:40])[F:31])=[CH:34][CH:35]=2)=[CH:17][CH:18]=1)[CH3:11] |f:1.2.3|. The solvent is CN(C=O)C (dimethylformamide). Reactants: ice water, FC1=C(COCCOC(C(C)OC2=CC=C(C=C2)O)=O)C=CC=C1 (2-(2-fluorobenzyloxy)ethyl-2-(4-hydroxyphenoxy)propionate), FC(C1=CC=C(C=C1)Cl)(F)F (4-trifluoromethyl chlorobenzene), C([O-])([O-])=O.[K+].[K+] (potassium carbonate). Reported procedure: 33.4 g of 2-(2-fluorobenzyloxy)ethyl-2-(4-hydroxyphenoxy)propionate was dissolved in 120 ml of dimethylformamide, 15.2 g of potassium carbonate were added thereto, then the mixture was heated at 95° C. for one hour with stirring. 27.1 g of 4-trifluoromethyl chlorobenzene were added to the solution which was then heated to 95° to 100° C. for five hours. After cooling the reaction solution to room temperature, it was poured into ice-water, then extracted with toluene. The toluene layer was washed ...